From a dataset of the Open Reaction Database (ORD), a public repository of structured organic reaction records. describe an organic reaction: reactants, conditions, products, and yield Reactants: CCCS(=O)(=O)OCC1CCC(O)C(c2ccccc2C)C1COS(=O)(=O)CCC, CCO, CO, NCc1ccccc1, [Na+], [OH-]. The product is Cc1ccccc1C1C(O)CCC2CN(Cc3ccccc3)CC21. Reaction SMILES: [CH2:1]([S:2]([O:3][CH2:8][CH:9]1[CH:10]([CH2:23][O:4][S:5]([CH2:6][CH2:7][CH3:24])(=[O:25])=[O:26])[CH:11]([c:16]2[c:17]([CH3:22])[cH:18][cH:19][cH:20][cH:21]2)[CH:12]([OH:15])[CH2:13][CH2:14]1)(=[O:27])=[O:28])[CH2:29][CH3:30].[CH3:39][CH2:40][OH:41].[CH3:42][OH:43].[NH2:31][CH2:32][c:33]1[cH:34][cH:35][cH:36][cH:37][cH:38]1.[Na+:45].[OH-:44]>>[CH2:8]1[CH:9]2[CH:10]([CH:11]([c:16]3[c:17]([CH3:22])[cH:18][cH:19][cH:20][cH:21]3)[CH:12]([OH:15])[CH2:13][CH2:14]2)[CH2:23][N:31]1[CH2:32][c:33]1[cH:34][cH:35][cH:36][cH:37][cH:38]1. The reactants are BrCCBr, C1CCOC1, CN(C)C=O, COc1cc(Cl)cc(Cl)c1, [Mg]. The product is COc1cc(Cl)cc(C=O)c1. RXN SMILES: [Br:12][CH2:13][CH2:14][Br:15].[CH2:21]1[O:22][CH2:23][CH2:24][CH2:25]1.[CH3:16][N:17]([CH:18]=[O:19])[CH3:20].[Cl:1][c:2]1[cH:3][c:4]([O:9][CH3:10])[cH:5][c:6]([Cl:8])[cH:7]1.[Mg:11]>>[c:2]1([CH:18]=[O:19])[cH:3][c:4]([O:9][CH3:10])[cH:5][c:6]([Cl:8])[cH:7]1. Starting materials: [Br-].[Br-].[Br-].[NH+]1=CC=CC=C1.[NH+]1=CC=CC=C1.[NH+]1=CC=CC=C1 (pyridinium tribromide), [N+](=O)([O-])C=1C=CC=C2C=C(NC12)C(=O)N (7-nitro-1H-indole-2-carboxamide), ice. Solvent: N1=CC=CC=C1 (pyridine), N1=CC=CC=C1 (pyridine). Conditions: temperature 0 celsius, time 16 hour. The product is BrC1=C(NC2=C(C=CC=C12)[N+](=O)[O-])C(=O)N (3-bromo-7-nitro-1H-indole-2-carboxamide). The yield is 78.9%. Reaction SMILES: [N+:1]([C:4]1[CH:5]=[CH:6][CH:7]=[C:8]2[C:12]=1[NH:11][C:10]([C:13]([NH2:15])=[O:14])=[CH:9]2)([O-:3])=[O:2].[Br-:16].[Br-].[Br-].[NH+]1C=CC=CC=1.[NH+]1C=CC=CC=1.[NH+]1C=CC=CC=1>N1C=CC=CC=1>[Br:16][C:9]1[C:8]2[C:12](=[C:4]([N+:1]([O-:3])=[O:2])[CH:5]=[CH:6][CH:7]=2)[NH:11][C:10]=1[C:13]([NH2:15])=[O:14] |f:1.2.3.4.5.6|. Procedure details: A suspension of 2.57 g (12.53 mmol) of 7-nitro-1H-indole-2-carboxamide in 35 ml of pyridine is cooled to 0° C. in a water/ice bath. A solution of 4.01 g (12.53 mmol) of pyridinium tribromide in 20 ml of pyridine is then added at 0° C. dropwise, and the reaction is then stirred at 0° C. for 30 minutes and at ambient temperature for 16 h. 70 ml of ice-cold water are then added to the reaction medium. The latter is then stirred at ambient temperature for 15 minutes and is then filtered over sintere... Starting materials: BrCCBr, C1CCOC1, [Li]CCCC, CO, O=C(Nc1ccccc1)c1ccncc1. The product is O=C(Nc1ccccc1)c1ccncc1Br. RXN SMILES: [Br:21][CH2:22][CH2:23][Br:24].[CH2:27]1[O:28][CH2:29][CH2:30][CH2:31]1.[CH3:16][CH2:17][CH2:18][CH2:19][Li:20].[CH3:25][OH:26].[c:1]1([NH:7][C:8]([c:9]2[cH:10][cH:11][n:12][cH:13][cH:14]2)=[O:15])[cH:2][cH:3][cH:4][cH:5][cH:6]1>>[c:1]1([NH:7][C:8]([c:9]2[c:10]([Br:21])[cH:11][n:12][cH:13][cH:14]2)=[O:15])[cH:2][cH:3][cH:4][cH:5][cH:6]1. The reactants are intermediate ( 6 ), Cl.FC1=CC2=C(C(=NO2)C2CCNCC2)C=C1 (6-fluoro-3-(4-piperidinyl)-1,2-benzisoxazole monohydrochloride), C([O-])([O-])=O.[Na+].[Na+] (sodium carbonate), CN(C=O)C (N,N-dimethylformamide). Reaction conditions: time 6 hour. Yields the product FC1=CC2=C(C(=NO2)C2CCN(CC2)CCC2=C(N=C3N(C2=O)C=CC=C3OC)C)C=C1 (3-[2-[4-(6-fluoro-1,2-benzisoxazol-3-yl)-1-piperidinyl]ethyl]-9-methoxy-2-methyl-4H-pyrido[1,2-a]pyrimidin-4-one). The yield is 48.0%. Reaction SMILES: Cl.[F:2][C:3]1[CH:17]=[CH:16][C:6]2[C:7]([CH:10]3[CH2:15][CH2:14][NH:13][CH2:12][CH2:11]3)=[N:8][O:9][C:5]=2[CH:4]=1.[C:18](=[O:21])([O-])[O-].[Na+].[Na+].[CH3:24][N:25]([CH3:28])[CH:26]=[O:27]>>[F:2][C:3]1[CH:17]=[CH:16][C:6]2[C:7]([CH:10]3[CH2:11][CH2:12][N:13]([CH2:4][CH2:5][C:6]4[C:26](=[O:27])[N:25]5[CH:28]=[CH:3][CH:17]=[C:16]([O:21][CH3:18])[C:24]5=[N:8][C:7]=4[CH3:10])[CH2:14][CH2:15]3)=[N:8][O:9][C:5]=2[CH:4]=1 |f:0.1,2.3.4|. Procedure: A mixture of intermediate (6) (0.009 mol), 6-fluoro-3-(4-piperidinyl)-1,2-benzisoxazole monohydrochloride (0.009 mol) and sodium carbonate (0.025 mol) in N,N-dimethylformamide (50 ml) was stirred for 6 hours at 80°-90° C. The reaction mixture was cooled to room temperature and the precipitate was filtered off, stirred in water and filtered off again. The solid was crystallized from N,N-dimethylformarnide/H2O. The crystals were filtered off and dried, yielding 1.9 g (48%) of 3-[2-[4-(6-fluoro-1,2... The reactants are C[Sn](CCC(=O)NN)(C)C (3-trimethylstannylpropionic acid hydrazide), C(C1=CC=CC=C1)=O (benzaldehyde). Run in C(C)O (ethanol). Product: C1(=CC=CC=C1)C=NNC(CC[Sn](C)(C)C)=O (3-trimethylstannylpropionic acid phenylmethylenehydrazide). Isolated yield 88.5%. As a reaction SMILES: [CH3:1][Sn:2]([CH3:10])([CH3:9])[CH2:3][CH2:4][C:5]([NH:7][NH2:8])=[O:6].[CH:11](=O)[C:12]1[CH:17]=[CH:16][CH:15]=[CH:14][CH:13]=1>C(O)C>[C:12]1([CH:11]=[N:8][NH:7][C:5](=[O:6])[CH2:4][CH2:3][Sn:2]([CH3:10])([CH3:9])[CH3:1])[CH:17]=[CH:16][CH:15]=[CH:14][CH:13]=1. Procedure details: In the manner described in Example 2, 3.0 g (0.012 mole) of 3-trimethylstannylpropionic acid hydrazide was reacted with 1.5 ml (0.015 mole) of benzaldehyde in 2.0 ml of ethanol. Recrystallization of the solid product from 95% ethanol gave 3.6 g of 3-trimethylstannylpropionic acid phenylmethylenehydrazide, Compound 3 of Table I. The infrared spectrum (KBr disc) showed N--H absorptions at 3100 cm-1 and a carbonyl band at 1670 cm-1. The carbon-tin bond gave characteristic absorptions at 770, 540, 5... Starting materials: C#CCCCNC(=O)C(CC)NC(=O)C(F)(F)F, CCNCC, I[Cu]I, Nc1ccccc1I. The product is CCC(NC(=O)C(F)(F)F)C(=O)NCCCC#Cc1ccccc1N. Reaction SMILES: [CH2:1]([CH2:2][CH2:3][C:4]#[CH:5])[NH:6][C:7]([CH:8]([CH2:9][CH3:10])[NH:11][C:12]([C:13]([F:14])([F:15])[F:16])=[O:17])=[O:18].[CH2:27]([NH:28][CH2:29][CH3:30])[CH3:31].[Cu:32]([I:33])[I:34].[I:19][c:20]1[c:21]([NH2:22])[cH:23][cH:24][cH:25][cH:26]1>>[CH2:1]([CH2:2][CH2:3][C:4]#[C:5][c:20]1[c:21]([NH2:22])[cH:23][cH:24][cH:25][cH:26]1)[NH:6][C:7]([CH:8]([CH2:9][CH3:10])[NH:11][C:12]([C:13]([F:14])([F:15])[F:16])=[O:17])=[O:18].